Dataset: the Open Reaction Database (ORD), a public repository of structured organic reaction records. Task: describe an organic reaction: reactants, conditions, products, and yield Reactants: BrC=1C=C(C(=NC1)NC=1SC=C(N1)C)OC1=CC=CC=C1 (5-Bromo-N-(4-methylthiazol-2-yl)-3-phenoxypyridin-2-amine), N1=CC(=CC=C1)B(O)O (pyridin-3-ylboronic acid), C([O-])(O)=O.[Na+] (sodium bicarbonate). The reagents and catalysts are C=1C=CC(=CC1)[P](C=2C=CC=CC2)(C=3C=CC=CC3)[Pd]([P](C=4C=CC=CC4)(C=5C=CC=CC5)C=6C=CC=CC6)([P](C=7C=CC=CC7)(C=8C=CC=CC8)C=9C=CC=CC9)[P](C=1C=CC=CC1)(C=1C=CC=CC1)C=1C=CC=CC1 (Pd(PPh3)4). The solvent is COCCOC (DME). Run at temperature 80 celsius, time 8 hour. The product is CC=1N=C(SC1)NC1=NC=C(C=C1OC1=CC=CC=C1)C=1C=NC=CC1 (N-(4-methylthiazol-2-yl)-3-phenoxy-5-(pyridin-3-yl)pyridin-2-amine). Reaction SMILES: Br[C:2]1[CH:3]=[C:4]([O:15][C:16]2[CH:21]=[CH:20][CH:19]=[CH:18][CH:17]=2)[C:5]([NH:8][C:9]2[S:10][CH:11]=[C:12]([CH3:14])[N:13]=2)=[N:6][CH:7]=1.[N:22]1[CH:27]=[CH:26][CH:25]=[C:24](B(O)O)[CH:23]=1.C(=O)(O)[O-].[Na+]>C1C=CC([P]([Pd]([P](C2C=CC=CC=2)(C2C=CC=CC=2)C2C=CC=CC=2)([P](C2C=CC=CC=2)(C2C=CC=CC=2)C2C=CC=CC=2)[P](C2C=CC=CC=2)(C2C=CC=CC=2)C2C=CC=CC=2)(C2C=CC=CC=2)C2C=CC=CC=2)=CC=1.COCCOC>[CH3:14][C:12]1[N:13]=[C:9]([NH:8][C:5]2[C:4]([O:15][C:16]3[CH:21]=[CH:20][CH:19]=[CH:18][CH:17]=3)=[CH:3][C:2]([C:24]3[CH:23]=[N:22][CH:27]=[CH:26][CH:25]=3)=[CH:7][N:6]=2)[S:10][CH:11]=1 |f:2.3,^1:39,41,60,79|. Reported procedure: 5-Bromo-N-(4-methylthiazol-2-yl)-3-phenoxypyridin-2-amine (0.070 g, 0.1932 mmol), pyridin-3-ylboronic acid (0.02850 g, 0.2319 mmol), Pd(PPh3)4 (0.02233 g, 0.01932 mmol), DME (10 mL), and 2M sodium bicarbonate (2 mL) were combined, heated to 80° C. and stirred overnight. The reaction mixture was cooled and partitioned between CH2Cl2 and water. The organic layer was dried, filtered, and concentrated. The residue was purified by silica gel chromatography (30-40% EtOAc in hexane) to give N-(4-methyl...